Dataset: the Open Reaction Database (ORD), a public repository of structured organic reaction records. Task: describe an organic reaction: reactants, conditions, products, and yield Reactants: C1CCOC1, CC(C)Cc1ccc(-c2nc(-c3ccc(CO)cc3)no2)cc1, C[Mg+], [I-]. Yields the product CC(C)Cc1ccc(-c2nc(-c3ccc(C(C)O)cc3)no2)cc1. RXN SMILES: [CH2:27]1[O:28][CH2:29][CH2:30][CH2:31]1.[CH3:1][CH:2]([CH2:3][c:4]1[cH:5][cH:6][c:7](-[c:10]2[n:11][c:12](-[c:15]3[cH:16][cH:17][c:18]([CH2:21][OH:22])[cH:19][cH:20]3)[n:13][o:14]2)[cH:8][cH:9]1)[CH3:23].[CH3:25][Mg+:26].[I-:24]>>[CH3:1][CH:2]([CH2:3][c:4]1[cH:5][cH:6][c:7](-[c:10]2[n:11][c:12](-[c:15]3[cH:16][cH:17][c:18]([CH:21]([OH:22])[CH3:25])[cH:19][cH:20]3)[n:13][o:14]2)[cH:8][cH:9]1)[CH3:23]. Reactants: BrC1=NC(=CC=C1)CF (2-bromo-6-(fluoromethyl)pyridine), C(C)(C)(C)OC(N(C(CCC#C)=O)C1=CC=C(C=C1)F)=O ((4-fluoro-phenyl)-pent-4-ynoyl-carbamic acid tert-butyl ester). The product is title compound, C(C)(C)(C)OC(N(C1=CC=C(C=C1)F)C(CCC#CC1=NC(=CC=C1)CF)=O)=O ([5-(6-fluoromethyl-pyridin-2-yl)-pent-4-ynoyl]-(4-fluoro-phenyl)-carbamic acid tert-butyl ester). Yield: 78.9%. As a reaction SMILES: Br[C:2]1[CH:7]=[CH:6][CH:5]=[C:4]([CH2:8][F:9])[N:3]=1.[C:10]([O:14][C:15](=[O:30])[N:16]([C:23]1[CH:28]=[CH:27][C:26]([F:29])=[CH:25][CH:24]=1)[C:17](=[O:22])[CH2:18][CH2:19][C:20]#[CH:21])([CH3:13])([CH3:12])[CH3:11]>>[C:10]([O:14][C:15](=[O:30])[N:16]([C:17](=[O:22])[CH2:18][CH2:19][C:20]#[C:21][C:2]1[CH:7]=[CH:6][CH:5]=[C:4]([CH2:8][F:9])[N:3]=1)[C:23]1[CH:24]=[CH:25][C:26]([F:29])=[CH:27][CH:28]=1)([CH3:13])([CH3:11])[CH3:12]. Procedure details: The title compound was prepared in accordance with the general method of Example 1, from 2-bromo-6-(fluoromethyl)pyridine (180 mg, 0.95 mmol, Example 190(E)) and (4-fluoro-phenyl)-pent-4-ynoyl-carbamic acid tert-butyl ester (276 mg, 0.95 mmol). Reaction time: 3 hours. The crude residue was purified by flash chromatography (cyclohexane/AcOEt 4:1) to yield 300 mg (0.75 mmol, 79%) of [5-(6-fluoromethyl-pyridin-2-yl)-pent-4-ynoyl]-(4-fluoro-phenyl)-carbamic acid tert-butyl ester as a white solid. Starting materials: CCN=C=NCCCN(C)C (EDCI), C(=O)(OC(C)(C)C)N[C@@H](CC1=CC=C(C=C1)F)C(=O)O (Boc-3-(4-fluorophenyl)-(S)-alanine), Cl.OC1CCNCC1 (4-hydroxypiperidine hydrochloride), C=1C=CC2=C(C1)N=NN2O (HOBt), CCN(C(C)C)C(C)C (DIPEA). The solvent is CN(C)C=O (DMF). Reaction conditions: time 5 minute. Product: C(C)(C)(C)OC(N[C@H](C(=O)N1CCC(CC1)O)CC1=CC=C(C=C1)F)=O ([1-(S)-(4-Fluorobenzyl)-2-(4-hydroxypiperidin-1-yl)-2-oxoethyl]carbamic acid tert-butyl ester). As a reaction SMILES: [C:1]([NH:8][C@H:9]([C:18]([OH:20])=O)[CH2:10][C:11]1[CH:16]=[CH:15][C:14]([F:17])=[CH:13][CH:12]=1)([O:3][C:4]([CH3:7])([CH3:6])[CH3:5])=[O:2].Cl.[OH:22][CH:23]1[CH2:28][CH2:27][NH:26][CH2:25][CH2:24]1.C1C=CC2N(O)N=NC=2C=1.CCN(C(C)C)C(C)C.CCN=C=NCCCN(C)C>CN(C=O)C>[C:4]([O:3][C:1](=[O:2])[NH:8][C@@H:9]([CH2:10][C:11]1[CH:12]=[CH:13][C:14]([F:17])=[CH:15][CH:16]=1)[C:18]([N:26]1[CH2:27][CH2:28][CH:23]([OH:22])[CH2:24][CH2:25]1)=[O:20])([CH3:5])([CH3:6])[CH3:7] |f:1.2|. Procedure details: To a stirred solution of Boc-3-(4-fluorophenyl)-(S)-alanine (10.0 g, 35.3 mmol), 4-hydroxypiperidine hydrochloride (5.1 g, 37.1 mmol) and HOBt (7.2 g, 52.9 mmol) in DMF (100 mL), was added DIPEA (12.3 mL, 70.6 mmol) and after 5 min, EDCI (7.4 g, 38.8 mmol) and the reaction stirred at rt for 16 h. The solvent was removed in vacuo and the residue partitioned between water (150 mL) and ethyl acetate (2×150 mL). The combined organic fractions were washed with sodium hydroxide solution (2M, 50 mL), h... Reactants: O=C([O-])[O-], CCOC(C)=O, NC1CCCC1, Clc1cccc2c(-c3ccnc(NC4CCCC4)n3)c(-c3ccnc(NC4CCCC4)n3)nn12, [Cs+], [Cs+], CC(=O)[O-], CC(=O)[O-], O, [Pd+2]. Yields the product c1cc(NC2CCCC2)n2nc(-c3ccnc(NC4CCCC4)n3)c(-c3ccnc(NC4CCCC4)n3)c2c1. Reaction SMILES: [C:35](=[O:36])([O-:37])[O-:38].[CH3:41][CH2:42][O:43][C:44](=[O:45])[CH3:46].[CH:48]1([NH2:53])[CH2:49][CH2:50][CH2:51][CH2:52]1.[Cl:1][c:2]1[cH:3][cH:4][cH:5][c:6]2[n:7]1[n:8][c:9](-[c:23]1[n:24][c:25]([NH:29][CH:30]3[CH2:31][CH2:32][CH2:33][CH2:34]3)[n:26][cH:27][cH:28]1)[c:10]2-[c:11]1[n:12][c:13]([NH:17][CH:18]2[CH2:19][CH2:20][CH2:21][CH2:22]2)[n:14][cH:15][cH:16]1.[Cs+:39].[Cs+:40].[O-:55][C:56]([CH3:57])=[O:58].[O-:59][C:60]([CH3:61])=[O:62].[OH2:47].[Pd+2:54]>>[c:2]1([NH:53][CH:48]2[CH2:49][CH2:50][CH2:51][CH2:52]2)[cH:3][cH:4][cH:5][c:6]2[n:7]1[n:8][c:9](-[c:23]1[n:24][c:25]([NH:29][CH:30]3[CH2:31][CH2:32][CH2:33][CH2:34]3)[n:26][cH:27][cH:28]1)[c:10]2-[c:11]1[n:12][c:13]([NH:17][CH:18]2[CH2:19][CH2:20][CH2:21][CH2:22]2)[n:14][cH:15][cH:16]1. The reactants are COc1ccc(NC(C)=O)cc1C, [H-], CI, N, [Na+], C1CCOC1. Yields the product COc1ccc(N(C)C(C)=O)cc1C. RXN SMILES: [CH3:1][O:2][c:3]1[c:4]([CH3:13])[cH:5][c:6]([NH:7][C:8]([CH3:9])=[O:10])[cH:11][cH:12]1.[H-:14].[I:16][CH3:17].[NH3:18].[Na+:15].[O:19]1[CH2:20][CH2:21][CH2:22][CH2:23]1>>[CH3:1][O:2][c:3]1[c:4]([CH3:13])[cH:5][c:6]([N:7]([C:8]([CH3:9])=[O:10])[CH3:17])[cH:11][cH:12]1.